Dataset: the Open Reaction Database (ORD), a public repository of structured organic reaction records. Task: describe an organic reaction: reactants, conditions, products, and yield Reactants: O=C(n1ccnc1)n1ccnc1, CCOC(C)=O, Cc1[nH]cnc1CSCCN, CO, CN(CCCCN)CCC(c1ccc(Cl)cc1)c1ccccn1. Product: Cc1[nH]cnc1CSCCNC(=O)NCCCCN(C)CCC(c1ccc(Cl)cc1)c1ccccn1. RXN SMILES: [C:24](=[O:25])([n:26]1[cH:27][cH:28][n:29][cH:30]1)[n:31]1[cH:32][cH:33][n:34][cH:35]1.[C:49]([O:50][CH2:51][CH3:52])(=[O:53])[CH3:54].[CH3:36][c:37]1[c:38]([CH2:42][S:43][CH2:44][CH2:45][NH2:46])[n:39][cH:40][nH:41]1.[CH3:47][OH:48].[Cl:1][c:2]1[cH:3][cH:4][c:5]([CH:8]([CH2:9][CH2:10][N:11]([CH2:12][CH2:13][CH2:14][CH2:15][NH2:16])[CH3:17])[c:18]2[n:19][cH:20][cH:21][cH:22][cH:23]2)[cH:6][cH:7]1>>[Cl:1][c:2]1[cH:3][cH:4][c:5]([CH:8]([CH2:9][CH2:10][N:11]([CH2:12][CH2:13][CH2:14][CH2:15][NH:16][C:24](=[O:25])[NH:46][CH2:45][CH2:44][S:43][CH2:42][c:38]2[c:37]([CH3:36])[nH:41][cH:40][n:39]2)[CH3:17])[c:18]2[n:19][cH:20][cH:21][cH:22][cH:23]2)[cH:6][cH:7]1. Reaction SMILES: [C:1]([N:4]1[CH:9]([C:10]2[CH:15]=[C:14]([N+:16]([O-:18])=[O:17])[CH:13]=[CH:12][C:11]=2[S:19]CC2C=CC(OC)=CC=2)[C:8]([C:29]([O:31][CH2:32][CH3:33])=[O:30])=[C:7]([CH3:34])[NH:6][C:5]1=[O:35])(=[O:3])[CH3:2].FC(F)(F)C(O)=O.C1(OC)C=CC=CC=1>>[C:1]([N:4]1[CH:9]2[CH:8]([C:29]([O:31][CH2:32][CH3:33])=[O:30])[C:7]([CH3:34])([S:19][C:11]3[CH:12]=[CH:13][C:14]([N+:16]([O-:18])=[O:17])=[CH:15][C:10]=32)[NH:6][C:5]1=[O:35])(=[O:3])[CH3:2] |f:1.2|. Reported procedure: The compound 2b is treated with anhydrous trifluoroacetic acid:anisole (1:1) at 25° C. for 1 hour to yield a mixture of the diastereomers of the desired product. The individual diastereomers may be separated by chromatography. Starting materials: C(C)(=O)N1C(NC(=C(C1C1=C(C=CC(=C1)[N+](=O)[O-])SCC1=CC=C(C=C1)OC)C(=O)OCC)C)=O (Ethyl 3-acetyl-1,2,3,4-tetrahydro-4-(2-(p-methoxybenzylthio)-5-nitrophenyl)-6-methyl-2-oxo-5-pyrimidine carboxylate), FC(C(=O)O)(F)F.C1(=CC=CC=C1)OC (trifluoroacetic acid anisole). The product is C(C)(=O)N1C(NC2(SC3=C(C1C2C(=O)OCC)C=C(C=C3)[N+](=O)[O-])C)=O (Ethyl 5-acetyl-3,4,5,6-tetrahydro-2-methyl-8-nitro-4-oxo-2,6-methano-2H-1,3,5-benzothiadiazocine-11-carboxylate).